From a dataset of the Open Reaction Database (ORD), a public repository of structured organic reaction records. describe an organic reaction: reactants, conditions, products, and yield The reactants are FC(C(=O)O)(F)F.COC(CC1=CC2=CC=C(C=C2C(=C1C)C1CCNCC1)F)=O ((6-fluoro-3-methyl-4-piperidin-4-yl-naphthalen-2-yl)-acetic acid methyl ester trifluoroacetate salt), C(C)(C)N(C(C)C)CC (N,N-diisopropylethylamine), N1(CCCC1)S(=O)(=O)Cl (pyrrolidine-1-sulfonyl chloride). Run in C(Cl)Cl (methylene chloride). Run at temperature 0 celsius, time 25 minute. Product: COC(CC1=CC2=CC=C(C=C2C(=C1C)C1CCN(CC1)S(=O)(=O)N1CCCC1)F)=O ({6-fluoro-3-methyl-4-[1-(pyrrolidine-1-sulfonyl)-piperidin-4-yl]-naphthalen-2-yl}-acetic acid methyl ester). Isolated yield 81.4%. As a reaction SMILES: FC(F)(F)C(O)=O.[CH3:8][O:9][C:10](=[O:30])[CH2:11][C:12]1[C:21]([CH3:22])=[C:20]([CH:23]2[CH2:28][CH2:27][NH:26][CH2:25][CH2:24]2)[C:19]2[C:14](=[CH:15][CH:16]=[C:17]([F:29])[CH:18]=2)[CH:13]=1.C(N(CC)C(C)C)(C)C.[N:40]1([S:45](Cl)(=[O:47])=[O:46])[CH2:44][CH2:43][CH2:42][CH2:41]1>C(Cl)Cl>[CH3:8][O:9][C:10](=[O:30])[CH2:11][C:12]1[C:21]([CH3:22])=[C:20]([CH:23]2[CH2:24][CH2:25][N:26]([S:45]([N:40]3[CH2:44][CH2:43][CH2:42][CH2:41]3)(=[O:47])=[O:46])[CH2:27][CH2:28]2)[C:19]2[C:14](=[CH:15][CH:16]=[C:17]([F:29])[CH:18]=2)[CH:13]=1 |f:0.1|. Procedure: To a 0° C. solution of (6-fluoro-3-methyl-4-piperidin-4-yl-naphthalen-2-yl)-acetic acid methyl ester trifluoroacetate salt (which may be prepared as described above; 102 mg, 0.237 mmol) and N,N-diisopropylethylamine (124 μL, 0.711 mmol) in methylene chloride (10.0 mL) was added pyrrolidine-1-sulfonyl chloride (80.4 mg, 0.474 mmol). The reaction mixture was stirred at 0° C. for 25 minutes, and then warmed to room temperature and stirred overnight. During this time period the solvent evaporated to... Starting materials: CC(=O)OC1CCN(Cc2ccccc2)CC1, CCO, [H][H], O. Product: CC(=O)OC1CCNCC1. As a reaction SMILES: [C:1]([CH3:2])(=[O:3])[O:4][CH:5]1[CH2:6][CH2:7][N:8]([CH2:11][c:12]2[cH:13][cH:14][cH:15][cH:16][cH:17]2)[CH2:9][CH2:10]1.[CH3:20][CH2:21][OH:22].[H:18][H:19].[OH2:23]>>[C:1]([CH3:2])(=[O:3])[O:4][CH:5]1[CH2:6][CH2:7][NH:8][CH2:9][CH2:10]1. Reactants: oligopeptides, 100, FC(C(=O)O)(F)F.C(C)#N (TFA acetonitrile), oligopeptides, OCC(N)(CO)CO (tris(hydroxymethyl)-aminomethane), [Cl-].[Cl-].[Ca+2] (CaCl2), FC(C(=O)O)(F)F (trifluoroacetic acid). Yields the product N[C@@H](CCC(=O)O)C(=O)O (glutamic acid), peptide. Reaction SMILES: OC[C:3]([CH2:7]O)([CH2:5][OH:6])[NH2:4].[Cl-].[Cl-].[Ca+2].F[C:13](F)(F)[C:14]([OH:16])=[O:15].FC(F)(F)C(O)=[O:22].C(#N)C>>[NH2:4][C@H:3]([C:5]([OH:6])=[O:22])[CH2:7][CH2:13][C:14]([OH:16])=[O:15] |f:1.2.3,5.6|. Procedure: The oligopeptides prepared as described in Example 2 were individually dissolved in PSA digestion buffer (12 mM tris(hydroxymethyl)-aminomethane pH8.0, 25 mM NaCl, 0.5 mM CaCl2) and the solution added to PSA at a molar ration of 100 to 1. The reaction is quenched after various reaction times by the addition of trifluoroacetic acid (TFA) to a final 1% (volume/volume). The quenched reaction was analyzed by HPLC on a reversed-phase C18 column using an aqueous 0.1% TFA/acetonitrile gradient.The resu... Reactants: C(C1=CC=CC=C1)OC(=O)N1CCC(CC1)CCOC[C@H](NC(=O)OC(C)(C)C)C(=O)O (O-[2-(1-benzyloxycarbonyl-4-piperidyl)ethyl]-N-(tert-butoxycarbonyl)-L-serine), C(C1=CC=CC=C1)OC(=O)N1CCC(CC1)CCOC[C@@H](NC(=O)OC(C)(C)C)C(=O)O (O-[2-(1-benzyloxycarbonyl-4-piperidyl)ethyl]-N-(tert-butoxycarbonyl)-D-serine). Yields the product C(C1=CC=CC=C1)OC(=O)N1CCC(CC1)CCOC[C@@H](C(=O)O)O (3-[2-(1-benzyloxycarbonyl-4-piperidyl)ethoxy]-2(S)-hydroxypropionic acid). Procedure details: 0.5 g of O-[2-(1-benzyloxycarbonyl-4-piperidyl)ethyl]-N-(tert-butoxycarbonyl)-L-serine, in place of O-[2-(1-benzyloxycarbonyl-4-piperidyl)ethyl]-N-(tert-butoxycarbonyl)-D-serine, is subjected to the same reaction procedure and purification treatment as in Reference Example 7 to give 380 mg of 3-[2-(1-benzyloxycarbonyl-4-piperidyl)ethoxy]-2(S)-hydroxypropionic acid as an oily substance. Reaction SMILES: [CH2:1]([O:8][C:9]([N:11]1[CH2:16][CH2:15][CH:14]([CH2:17][CH2:18][O:19][CH2:20][C@@H:21]([C:30]([OH:32])=[O:31])NC(OC(C)(C)C)=O)[CH2:13][CH2:12]1)=[O:10])[C:2]1[CH:7]=[CH:6][CH:5]=[CH:4][CH:3]=1.C([O:40]C(N1CCC(CCOC[C@H](C(O)=O)NC(OC(C)(C)C)=O)CC1)=O)C1C=CC=CC=1>>[CH2:1]([O:8][C:9]([N:11]1[CH2:12][CH2:13][CH:14]([CH2:17][CH2:18][O:19][CH2:20][C@H:21]([OH:40])[C:30]([OH:32])=[O:31])[CH2:15][CH2:16]1)=[O:10])[C:2]1[CH:3]=[CH:4][CH:5]=[CH:6][CH:7]=1. Reactants: C=CC(=O)CC1CCCN1C(=O)OC(C)(C)C, Cc1ccc(S)cc1, O=C(OO)c1cccc(Cl)c1, [Na+], [Na+], [Na+], C1CCOC1, O=C([O-])O, O=S([O-])([O-])=S. As a reaction SMILES: [C:1]([O:2][C:3](=[O:4])[N:8]1[CH:9]([CH2:13][C:14]([CH:15]=[CH2:16])=[O:17])[CH2:10][CH2:11][CH2:12]1)([CH3:5])([CH3:6])[CH3:7].[CH3:18][c:19]1[cH:20][cH:21][c:22]([SH:23])[cH:24][cH:25]1.[Cl:26][c:27]1[cH:28][cH:29][cH:30][c:31]([C:32]([O:33][OH:34])=[O:35])[cH:36]1.[Na+:42].[Na+:43].[Na+:44].[O:49]1[CH2:50][CH2:51][CH2:52][CH2:53]1.[OH:45][C:46](=[O:47])[O-:48].[S:37]([O-:38])([O-:39])(=[O:40])=[S:41]>>[N:8]12[CH:9]([CH2:10][CH2:11][CH2:12]1)[CH2:13][C:14](=[O:17])[CH2:15][CH2:16]2. Yields the product O=C1CCN2CCCC2C1. Starting materials: Cl (hydrochloric acid), C([O-])([O-])=O.[K+].[K+] (Potassium carbonate), CN=C=O (methyl isocyanate), ClC=1C(=NC=C(C1)C(F)(F)F)OC1=NNC(=C1CC)C (3-(3-chloro-5-trifluoromethylpyridin-2-yloxy)-4-ethyl-5-methylpyrazole). The solvent is C(C)(=O)OCC (ethyl acetate). Run at time 8 hour. Yields the product CNC(=O)N1N=C(C(=C1C)CC)OC1=NC=C(C=C1Cl)C(F)(F)F (N-methyl-3-(3-chloro-5-trifluoromethylpyridin-2-yloxy)-4-ethyl-5-methylpyrazole-1-carboxamide). Isolated yield 62.9%. RXN SMILES: C(=O)([O-])[O-].[K+].[K+].[CH3:7][N:8]=[C:9]=[O:10].[Cl:11][C:12]1[C:13]([O:22][C:23]2[C:27]([CH2:28][CH3:29])=[C:26]([CH3:30])[NH:25][N:24]=2)=[N:14][CH:15]=[C:16]([C:18]([F:21])([F:20])[F:19])[CH:17]=1.Cl>C(OCC)(=O)C>[CH3:7][NH:8][C:9]([N:25]1[C:26]([CH3:30])=[C:27]([CH2:28][CH3:29])[C:23]([O:22][C:13]2[C:12]([Cl:11])=[CH:17][C:16]([C:18]([F:21])([F:20])[F:19])=[CH:15][N:14]=2)=[N:24]1)=[O:10] |f:0.1.2|. Reported procedure: Potassium carbonate (0.83 g, 6.0 mmol) and methyl isocyanate (0.29 g, 5.0 mmol) were added to a solution of 3-(3-chloro-5-trifluoromethylpyridin-2-yloxy)-4-ethyl-5-methylpyrazole (1.83 g, 6.0 mmol) in ethyl acetate (25 ml), and the mixture was stirred at room temperature overnight. After completion of the reaction, the reaction mixture was poured into 2N hydrochloric acid and extracted with diethyl ether (30 ml×3). An organic layer was washed with water, dried over anhydrous magnesium sulfate an... Reactants: N(=O)OC(C)(C)C (tert-butyl nitrite), COC(CC1=C(C=C(C=C1)Cl)NC(C)=O)=O ((2-Acetylamino-4-chloro-phenyl)-acetic acid methyl ester), O (water). Run in C(C)(=O)O (acetic acid). Yields the product COC(=O)C1=NNC2=CC(=CC=C12)Cl (6-Chloro-1H-indazole-3-carboxylic acid methyl ester). The yield is 77.0%. RXN SMILES: [CH3:1][O:2][C:3](=[O:16])[CH2:4][C:5]1[CH:10]=[CH:9][C:8]([Cl:11])=[CH:7][C:6]=1[NH:12]C(=O)C.[N:17](OC(C)(C)C)=O.O>C(O)(=O)C>[CH3:1][O:2][C:3]([C:4]1[C:5]2[C:6](=[CH:7][C:8]([Cl:11])=[CH:9][CH:10]=2)[NH:12][N:17]=1)=[O:16]. Procedure details: To a solution of (2-Acetylamino-4-chloro-phenyl)-acetic acid methyl ester )32.0 g, 133 mmol) in acetic acid (200 mL) stirred at 90 degree Celsius was added tert-butyl nitrite (20.5 mL, 172.3 mmol) over 1 hour. The reaction was poured into water (1.4 L) and the solids were recovered by filtration. The yellow precipitate was dissolved in EtOAc, then washed with saturated NaCl. The organic was dried over MgSO4, filtered, and concentrated to a solid. The solids were triturated with hexanes and filte... The reactants are CCN(CC)S(F)(F)F, ClCCl, CC(C)CCCC(C)C1CC=C2C3=C(CCC21C)C1(C)CCC(O)CC1CC3, O. Yields the product CC(C)CCCC(C)C1CC=C2C3=C(CCC21C)C1(C)CC=CCC1CC3. As a reaction SMILES: [CH2:29]([N:30]([S:31]([F:32])([F:33])[F:34])[CH2:35][CH3:36])[CH3:37].[CH2:39]([Cl:40])[Cl:41].[CH3:1][CH:2]([CH3:3])[CH2:4][CH2:5][CH2:6][CH:7]([CH3:8])[CH:9]1[CH2:10][CH:11]=[C:12]2[C:13]3=[C:23]([C:21]4([CH3:22])[CH:16]([CH2:15][CH2:14]3)[CH2:17][CH:18]([OH:28])[CH2:19][CH2:20]4)[CH2:24][CH2:25][C:26]12[CH3:27].[OH2:38]>>[CH3:1][CH:2]([CH3:3])[CH2:4][CH2:5][CH2:6][CH:7]([CH3:8])[CH:9]1[CH2:10][CH:11]=[C:12]2[C:13]3=[C:23]([C:21]4([CH3:22])[CH:16]([CH2:15][CH2:14]3)[CH2:17][CH:18]=[CH:19][CH2:20]4)[CH2:24][CH2:25][C:26]12[CH3:27].